This data is from the Open Reaction Database (ORD), a public repository of structured organic reaction records. The task is: describe an organic reaction: reactants, conditions, products, and yield Run at time 1 hour. Procedure details: tert-Butyl 5-(1-methyl-1H-pyrazol-4-yl)-3-[1-(1-phenylethyl)-1H-1,2,3-triazol-4-yl]pyrrolo[2,3-b]pyridine-1-carboxylate (90 mg, 0.176 mmol) is dissolved in MeOH (5 ml), potassium carbonate (85 mg, 0.615 mmol) is added, and the mixture is stirred at RT for 1 h. Water is added, and the mixture is extracted three times with ethyl acetate. The organic phase is washed with saturated NaCl solution, dried over Na2SO4 and evaporated to dryness. The residue is triturated with ether and filtered off with ... The solvent is CO (MeOH). The reactants are C([O-])([O-])=O.[K+].[K+] (potassium carbonate), CN1N=CC(=C1)C=1C=C2C(=NC1)N(C=C2C=2N=NN(C2)C(C)C2=CC=CC=C2)C(=O)OC(C)(C)C (tert-Butyl 5-(1-methyl-1H-pyrazol-4-yl)-3-[1-(1-phenylethyl)-1H-1,2,3-triazol-4-yl]pyrrolo[2,3-b]pyridine-1-carboxylate), O (Water). Reaction SMILES: [CH3:1][N:2]1[CH:6]=[C:5]([C:7]2[CH:8]=[C:9]3[C:15]([C:16]4[N:17]=[N:18][N:19]([CH:21]([C:23]5[CH:28]=[CH:27][CH:26]=[CH:25][CH:24]=5)[CH3:22])[CH:20]=4)=[CH:14][N:13](C(OC(C)(C)C)=O)[C:10]3=[N:11][CH:12]=2)[CH:4]=[N:3]1.C(=O)([O-])[O-].[K+].[K+].O>CO>[CH3:1][N:2]1[CH:6]=[C:5]([C:7]2[CH:8]=[C:9]3[C:15]([C:16]4[N:17]=[N:18][N:19]([CH:21]([C:23]5[CH:28]=[CH:27][CH:26]=[CH:25][CH:24]=5)[CH3:22])[CH:20]=4)=[CH:14][NH:13][C:10]3=[N:11][CH:12]=2)[CH:4]=[N:3]1 |f:1.2.3|. Yields the product CN1N=CC(=C1)C=1C=C2C(=NC1)NC=C2C=2N=NN(C2)C(C)C2=CC=CC=C2 (5-(1-methyl-1H-pyrazol-4-yl)-3-[1-(1-phenylethyl)-1H-1,2,3-triazol-4-yl]-1H-pyrrolo[2,3-b]pyridine). Reactants: C(C)OC(=O)C=1C(=COC1)C(=O)N(CC)C1=CC(=C(C=C1)OC)OC (3-[(3,4-dimethoxy-phenyl)-2-ethylaminocarbonyl]-furan-4-carboxylic acid ethyl ester), [OH-].[Na+] (sodium hydroxide), Cl (hydrochloric acid). Run in CO (methanol). Conditions: temperature 50 celsius, time 45 minute. Product: COC=1C=C(C=CC1OC)N(C(=O)C1=COC=C1C(=O)O)CC (3-[(3,4-dimethoxy-phenyl)-2-ethylaminocarbonyl]-furan-4-carboxylic acid). RXN SMILES: C([O:3][C:4]([C:6]1[C:7]([C:11]([N:13]([C:16]2[CH:21]=[CH:20][C:19]([O:22][CH3:23])=[C:18]([O:24][CH3:25])[CH:17]=2)[CH2:14][CH3:15])=[O:12])=[CH:8][O:9][CH:10]=1)=[O:5])C.[OH-].[Na+].Cl>CO>[CH3:25][O:24][C:18]1[CH:17]=[C:16]([N:13]([CH2:14][CH3:15])[C:11]([C:7]2[C:6]([C:4]([OH:5])=[O:3])=[CH:10][O:9][CH:8]=2)=[O:12])[CH:21]=[CH:20][C:19]=1[O:22][CH3:23] |f:1.2|. Reported procedure: A solution of 31.9 gm of 3-[(3,4-dimethoxy-phenyl)-2-ethylaminocarbonyl]-furan-4-carboxylic acid ethyl ester in 150 ml of methanol was admixed with 150 ml of 1 N sodium hydroxide, and the mixture was stirred for 45 minutes at 50° C. The reaction mixture was then neutralized with hydrochloric acid, the solvent was distilled off, and the desired reaction product was extracted from the residue with methylene chloride and crystallized from ethyl acetate/petroleum ether. Reaction SMILES: CC1=CC=C(N)N=C1.[C-]#[N+]C1CCCCC1.OB(O)C1=CC(C=O)=C(F)C=C1>>CC1=CN2C(C=C1)=NC(=C2NC1CCCCC1)C1=CC(=CC=C1F)B(O)O. The solvent is CC(C)O (isopropyl alcohol), CC(C)O (isopropylalcohol). Reaction conditions: temperature 22 celsius, time 20 hour. Starting materials: [B](c1ccc(c(C=O)c1)F)(O)O, CC1=CN=C(C=C1)N, [C-]#[N+]C1CCCCC1. The yield is 98.5%. Reagents/catalysts: O=C(O)C(F)(F)F (trifluoroacetic acid). Product: [B](c1ccc(c(c1)c1c(NC2CCCCC2)n2cc(C)ccc2n1)F)(O)O. Starting materials: C(C1=CC=CC=C1)OC(=O)N(CCC1=C(NC2=CC=C(C=C12)OC(=O)N1CCOCC1)C1=CC(=CC(=C1)C)C)CCCCC1=CC=C(C=C1)OCC1=CC=CC=C1 (morpholine-4-carboxylic acid 3-(2-[benzyloxycarbonyl-[4-(4-benzyloxy-phenyl)butyl]amino]-ethyl)-2-(3,5-dimethylphenyl)-1H-indol-5-yl ester), [H][H] (hydrogen), C(C)(=O)O (acetic acid), solution. The reagents and catalysts are [Pd] (palladium on carbon). Solvent: O1CCCC1 (tetrahydrofuran), CO (methanol), O (water). Product: CC=1C=C(C=C(C1)C)C=1NC2=CC=C(C=C2C1CCNCCCCC1=CC=C(C=C1)O)OC(=O)N1CCOCC1 (Morpholine-4-carboxylic acid 2-(3,5-dimethylphenyl)-3-[2-[4-(4-hydroxy-phenyl)butylamino]ethyl]-1H-indol-5yl ester). As a reaction SMILES: C(OC([N:11]([CH2:40][CH2:41][CH2:42][CH2:43][C:44]1[CH:49]=[CH:48][C:47]([O:50]CC2C=CC=CC=2)=[CH:46][CH:45]=1)[CH2:12][CH2:13][C:14]1[C:22]2[C:17](=[CH:18][CH:19]=[C:20]([O:23][C:24]([N:26]3[CH2:31][CH2:30][O:29][CH2:28][CH2:27]3)=[O:25])[CH:21]=2)[NH:16][C:15]=1[C:32]1[CH:37]=[C:36]([CH3:38])[CH:35]=[C:34]([CH3:39])[CH:33]=1)=O)C1C=CC=CC=1.C(O)(=O)C.[H][H]>O1CCCC1.CO.[Pd].O>[CH3:39][C:34]1[CH:33]=[C:32]([C:15]2[NH:16][C:17]3[C:22]([C:14]=2[CH2:13][CH2:12][NH:11][CH2:40][CH2:41][CH2:42][CH2:43][C:44]2[CH:49]=[CH:48][C:47]([OH:50])=[CH:46][CH:45]=2)=[CH:21][C:20]([O:23][C:24]([N:26]2[CH2:31][CH2:30][O:29][CH2:28][CH2:27]2)=[O:25])=[CH:19][CH:18]=3)[CH:37]=[C:36]([CH3:38])[CH:35]=1. Reported procedure: To a stirred solution of morpholine-4-carboxylic acid 3-(2-[benzyloxycarbonyl-[4-(4-benzyloxy-phenyl)butyl]amino]-ethyl)-2-(3,5-dimethylphenyl)-1H-indol-5-yl ester (20 mg in a mixture of 2 mL tetrahydrofuran and 0.5 mL methanol) was added 16.8 mg of 10% palladium on carbon catalyst followed by acetic acid (0.010 mL of a 30% solution in water). The reaction flask was fitted with a hydrogen balloon, evacuated and recharged with hydrogen (3 times) and stirred at room temperature. After 1.5 hours th... Reactants: O (water), BrC1=CC=C(C=C1)O (4-bromophenol), CS(=O)(=O)C1=NC=C(C=C1)S(=O)(=O)C (2,5-bis(methylsulfonyl)pyridine), CC(C)(C)[O-].[K+] (t-BuOK). Solvent: C1CCOC1 (THF). The product is BrC1=CC=C(OC2=NC=C(C=C2)S(=O)(=O)C)C=C1 (2-(4-bromophenoxy)-5-(methylsulfonyl)pyridine). The yield is 55.0%. As a reaction SMILES: [Br:1][C:2]1[CH:7]=[CH:6][C:5]([OH:8])=[CH:4][CH:3]=1.CC([O-])(C)C.[K+].CS([C:19]1[CH:24]=[CH:23][C:22]([S:25]([CH3:28])(=[O:27])=[O:26])=[CH:21][N:20]=1)(=O)=O.O>C1COCC1>[Br:1][C:2]1[CH:7]=[CH:6][C:5]([O:8][C:19]2[CH:24]=[CH:23][C:22]([S:25]([CH3:28])(=[O:27])=[O:26])=[CH:21][N:20]=2)=[CH:4][CH:3]=1 |f:1.2|. Procedure details: To 18.4 g of 4-bromophenol dissolved in a 80 ml THF/80 ml DMSO mixture was added 13.1 g of t-BuOK and then 25.0 g of 2,5-bis(methylsulfonyl)pyridine, and the resulting mixture heated at 58° C. for 11/2 hrs. The reaction mixture was cooled overnight and then poured into 3 volumes of water and stirred. The pink-white crystalline product was filtered, dissolved in CH2Cl2 and dried over MgSO4. Recrystallization from ethanol gave purified 2-(4-bromophenoxy)-5-(methylsulfonyl)pyridine, (55% yield), as... Starting materials: NC1=C(C(=O)OC)C=C(C(=C1)OCC1=CC=CC=C1)OC (methyl 2-amino-4-benzyloxy-5-methoxybenzoate), COC(N(C)C)OC (dimethylformamide dimethyl acetal). Reaction conditions: temperature 100 celsius. The product is C(C1=CC=CC=C1)OC1=CC(=C(C(=O)OC)C=C1OC)N=CN(C)C (Methyl 4-benzyloxy-2-(dimethylaminomethyleneamino)-5-methoxybenzoate). As a reaction SMILES: [NH2:1][C:2]1[CH:11]=[C:10]([O:12][CH2:13][C:14]2[CH:19]=[CH:18][CH:17]=[CH:16][CH:15]=2)[C:9]([O:20][CH3:21])=[CH:8][C:3]=1[C:4]([O:6][CH3:7])=[O:5].CO[CH:24](OC)[N:25]([CH3:27])[CH3:26]>>[CH2:13]([O:12][C:10]1[C:9]([O:20][CH3:21])=[CH:8][C:3]([C:4]([O:6][CH3:7])=[O:5])=[C:2]([N:1]=[CH:24][N:25]([CH3:27])[CH3:26])[CH:11]=1)[C:14]1[CH:15]=[CH:16][CH:17]=[CH:18][CH:19]=1. Procedure: A stirred mixture of 70.0 g (244 mmol) of methyl 2-amino-4-benzyloxy-5-methoxybenzoate (Phytochemistry 1976, 15, 1095) and 52 ml of dimethylformamide dimethyl acetal was heated at 100° C. for 1.5 h, cooled, and evaporated directly under high vacuum to give 81.3 g of off-white solid, mp 134-140° C.; NMR (CDCl3) d 3.01 (s, Me2N). Reactants: Cl.NCC(=O)N1[C@@H](C[C@H](C1)NC(C1=CC=CC=C1)=O)C(=O)O ((2S,4R)-1-(2-aminoacetyl)-4-benzamidopyrrolidine-2-carboxylic acid hydrochloride), CC(=O)C.O (acetone water). Run in C(C)(C)O.COC(C)(C)C (isopropanol t-butyl methyl ether). Product: O.Cl.NCC(=O)N1[C@@H](C[C@H](C1)NC(C1=CC=CC=C1)=O)C(=O)O ((2S,4R)-1-(2-aminoacetyl)-4-benzamidopyrrolidine-2-carboxylic acid hydrochloride monohydrate). RXN SMILES: [ClH:1].[NH2:2][CH2:3][C:4]([N:6]1[CH2:10][C@H:9]([NH:11][C:12](=[O:19])[C:13]2[CH:18]=[CH:17][CH:16]=[CH:15][CH:14]=2)[CH2:8][C@H:7]1[C:20]([OH:22])=[O:21])=[O:5].CC(C)=O.O>C(O)(C)C.COC(C)(C)C>[OH2:5].[ClH:1].[NH2:2][CH2:3][C:4]([N:6]1[CH2:10][C@H:9]([NH:11][C:12](=[O:19])[C:13]2[CH:14]=[CH:15][CH:16]=[CH:17][CH:18]=2)[CH2:8][C@H:7]1[C:20]([OH:22])=[O:21])=[O:5] |f:0.1,2.3,4.5,6.7.8|. Reported procedure: 60.5 mg of amorphous (2S,4R)-1-(2-aminoacetyl)-4-benzamidopyrrolidine-2-carboxylic acid hydrochloride was dissolved in 0.3 mL isopropanol/t-butyl methyl ether (7:3 ratio by volume) and 2.0 mL acetone/water (19:1 ratio by volume) mixed solvent system at room temperature. The container was left open, and the crystals that had formed were collected. The crystalline solid was dried at 40-50° C. under vacuum to give crystalline (2S,4R)-1-(2-aminoacetyl)-4-benzamidopyrrolidine-2-carboxylic acid hydroc...